Dataset: the Open Reaction Database (ORD), a public repository of structured organic reaction records. Task: describe an organic reaction: reactants, conditions, products, and yield The reactants are C(C)N(C1=NC=NC(=C1)C1=CC=C(C=C1)OC)CC (4-diethylamino-6-(p-methoxyphenyl)pyrimidine), Br (hydrogen bromide), Br (hydrobromic acid). Run in C(C)(=O)O (acetic acid). Product: Br.C(C)N(C1=NC=NC(=C1)C1=CC=C(C=C1)O)CC (4-Diethylamino-6-(p-hydroxyphenyl)pyrimidine hydrobromide). RXN SMILES: [CH2:1]([N:3]([CH2:18][CH3:19])[C:4]1[CH:9]=[C:8]([C:10]2[CH:15]=[CH:14][C:13]([O:16]C)=[CH:12][CH:11]=2)[N:7]=[CH:6][N:5]=1)[CH3:2].[BrH:20]>C(O)(=O)C>[BrH:20].[CH2:18]([N:3]([CH2:1][CH3:2])[C:4]1[CH:9]=[C:8]([C:10]2[CH:15]=[CH:14][C:13]([OH:16])=[CH:12][CH:11]=2)[N:7]=[CH:6][N:5]=1)[CH3:19] |f:3.4|. Reported procedure: A solution of 18.6 g. (0.1 mole) of 4-diethylamino-6-(p-methoxyphenyl)pyrimidine in 30 ml. of 48% hydrobromic acid and 30 ml. of glacial acetic acid is heated to the reflux temperature and gaseous hydrogen bromide slowly introduced below the surface during the first two hours of refluxing. Heating is continued until thin layer chromatography indicates the reaction is complete. The reaction is cooled and the excess acetic acid and hydrobromic acid are removed under reduced pressure. The residual ...